This data is from the Open Reaction Database (ORD), a public repository of structured organic reaction records. The task is: describe an organic reaction: reactants, conditions, products, and yield Reactants: BrC1=CC=C(C=C1)C(CCCCN1CCC(CC1)C=1C=C(C=CC1)NC(C(C)C)=O)=O (N-(3-{1-[5-(4-bromophenyl)-5-oxopentyl]-4-piperidinyl}phenyl)-2-methylpropanamide), CN(N)C1=CC=CC=C1 (1-methyl-1-phenylhydrazine). Product: BrC1=CC=C(C=C1)C=1N(C2=CC=CC=C2C1CCCN1CCC(CC1)C=1C=C(C=CC1)NC(C(C)C)=O)C (N-[3-(1-{3-[2-(4-BROMOPHENYL)-1-METHYL-1H-INDOL-3-YL]PROPYL}-4-PIPERIDINYL)PHENYL]-2-METHYLPROPANAMIDE). Reaction SMILES: [Br:1][C:2]1[CH:7]=[CH:6][C:5]([C:8](=O)[CH2:9][CH2:10][CH2:11][CH2:12][N:13]2[CH2:18][CH2:17][CH:16]([C:19]3[CH:20]=[C:21]([NH:25][C:26](=[O:30])[CH:27]([CH3:29])[CH3:28])[CH:22]=[CH:23][CH:24]=3)[CH2:15][CH2:14]2)=[CH:4][CH:3]=1.[CH3:32][N:33]([C:35]1[CH:40]=[CH:39][CH:38]=[CH:37][CH:36]=1)N>>[Br:1][C:2]1[CH:7]=[CH:6][C:5]([C:8]2[N:33]([CH3:32])[C:35]3[C:40]([C:9]=2[CH2:10][CH2:11][CH2:12][N:13]2[CH2:18][CH2:17][CH:16]([C:19]4[CH:20]=[C:21]([NH:25][C:26](=[O:30])[CH:27]([CH3:29])[CH3:28])[CH:22]=[CH:23][CH:24]=4)[CH2:15][CH2:14]2)=[CH:39][CH:38]=[CH:37][CH:36]=3)=[CH:4][CH:3]=1. Procedure: Prepared by Procedure E and Scheme M using N-(3-{1-[5-(4-bromophenyl)-5-oxopentyl]-4-piperidinyl}phenyl)-2-methylpropanamide and 1-methyl-1-phenylhydrazine: ESMS m/e: 572.0 (M+H)+. The reactants are O=C([O-])[O-], CC(C)=O, Cc1c([N+](=O)[O-])ccnc1CCl, [K+], [K+], CC1(C)C(=O)C(C)(C)c2cc3[nH]c(S)nc3cc21. Yields the product Cc1c([N+](=O)[O-])ccnc1CSc1nc2cc3c(cc2[nH]1)C(C)(C)C(=O)C3(C)C. RXN SMILES: [C:31](=[O:32])([O-:33])[O-:34].[CH3:37][C:38](=[O:39])[CH3:40].[Cl:1][CH2:2][c:3]1[n:4][cH:5][cH:6][c:7]([N+:10](=[O:11])[O-:12])[c:8]1[CH3:9].[K+:35].[K+:36].[SH:13][c:14]1[n:15][c:16]2[c:17]([nH:18]1)[cH:19][c:20]1[c:24]([cH:25]2)[C:23]([CH3:26])([CH3:27])[C:22](=[O:28])[C:21]1([CH3:29])[CH3:30]>>[CH2:2]([c:3]1[n:4][cH:5][cH:6][c:7]([N+:10](=[O:11])[O-:12])[c:8]1[CH3:9])[S:13][c:14]1[nH:15][c:16]2[c:17]([n:18]1)[cH:19][c:20]1[c:24]([cH:25]2)[C:23]([CH3:26])([CH3:27])[C:22](=[O:28])[C:21]1([CH3:29])[CH3:30]. Reactants: [BH4-], COC(=O)CC(NC(=O)OC(C)(C)C)C(C)C, [Li+]. Product: CC(C)C(CCO)NC(=O)OC(C)(C)C. Reaction SMILES: [BH4-:18].[C:1]([CH3:2])([CH3:3])([CH3:4])[O:5][C:6](=[O:7])[NH:8][CH:9]([CH2:10][C:11](=[O:12])[O:13][CH3:14])[CH:15]([CH3:16])[CH3:17].[Li+:19]>>[C:1]([CH3:2])([CH3:3])([CH3:4])[O:5][C:6](=[O:7])[NH:8][CH:9]([CH2:10][CH2:11][OH:12])[CH:15]([CH3:16])[CH3:17]. The reactants are ClC1=C(C=CC=C1)C(C)=O (2′-chloroacetophenone), B1(N2CCC[C@@H]2C(O1)(C3=CC=CC=C3)C4=CC=CC=C4)C ((R)-(+)-2-methyl-CBS-oxazaborolidine). Yields the product ClC1=C(C=CC=C1)[C@H](C)O ((S)-1-(2-Chloro-phenyl)-ethanol). Reaction SMILES: [Cl:1][C:2]1[CH:7]=[CH:6][CH:5]=[CH:4][C:3]=1[C:8](=[O:10])[CH3:9].B1(C)OC(C2C=CC=CC=2)(C2C=CC=CC=2)[C@@H]2N1CCC2>>[Cl:1][C:2]1[CH:7]=[CH:6][CH:5]=[CH:4][C:3]=1[C@@H:8]([OH:10])[CH3:9]. Procedure: (S)-1-(2-Chloro-phenyl)-ethanol was prepared as described in Example 35, Step 1 using 2′-chloroacetophenone and (R)-(+)-2-methyl-CBS-oxazaborolidine. Reactants: FC1=C(C=CC(=C1)F)[C@]1(OC1)[C@H](C)O ((1S)-[(2R)-(2,4-difluorophenyl)-2-oxiranyl]ethanol), FC(COC1=CC=C(C=C1)N1N=CNC1=O)(C(F)(F)F)F (2-[4-(2,2,3,3,3-pentafluoropropoxy)phenyl]-3(2H,4H)-1,2,4-triazolone). The product is FC1=C(C=CC(=C1)F)[C@]1([C@@H](C)N2C(N(N=C2)C2=CC=C(C=C2)OCC(C(F)(F)F)(F)F)=O)CO1 (4-[(1R,2S)-2-(2,4-difluorophenyl)-2,3-epoxy-1-methylpropyl]-2-[4-(2,2,3,3,3-pentafluoropropoxy)phenyl]-3(2H,4H)-1,2,4-triazolone). Yield: 53.4%. RXN SMILES: [F:1][C:2]1[CH:7]=[C:6]([F:8])[CH:5]=[CH:4][C:3]=1[C@:9]1([C@@H:12](O)[CH3:13])[CH2:11][O:10]1.[F:15][C:16]([F:35])([C:31]([F:34])([F:33])[F:32])[CH2:17][O:18][C:19]1[CH:24]=[CH:23][C:22]([N:25]2[C:29](=[O:30])[NH:28][CH:27]=[N:26]2)=[CH:21][CH:20]=1>>[F:1][C:2]1[CH:7]=[C:6]([F:8])[CH:5]=[CH:4][C:3]=1[C@:9]1([O:10][CH2:11]1)[C@H:12]([N:28]1[CH:27]=[N:26][N:25]([C:22]2[CH:21]=[CH:20][C:19]([O:18][CH2:17][C:16]([F:15])([F:35])[C:31]([F:33])([F:34])[F:32])=[CH:24][CH:23]=2)[C:29]1=[O:30])[CH3:13]. Procedure details: In the same manner as in Reference Example 5, starting from 0.98 g of (1S)-[(2R)-(2,4-difluorophenyl)-2-oxiranyl]ethanol and 1.04 g of 2-[4-(2,2,3,3,3-pentafluoropropoxy)phenyl]-3(2H,4H)-1,2,4-triazolone, 0.882 g of 4-[(1R,2S)-2-(2,4-difluorophenyl)-2,3-epoxy-1-methylpropyl]-2-[4-(2,2,3,3,3-pentafluoropropoxy)phenyl]-3(2H,4H)-1,2,4-triazolone was obtained as colorless prisms. The reactants are C(=O)=O (dry ice), C(C)(C)OC1=C(C=C(C=C1)Br)F (1-Isopropyloxy-2-fluoro-4-bromobenzene), C(CCC)[Li] (n-butyllithium). The solvent is C1CCOC1 (THF), CCCCCCC (heptane). Conditions: temperature -78 celsius, time 30 minute. Product: FC=1C=C(C(=O)O)C=CC1OC(C)C (3-Fluoro-4-isopropoxybenzoic acid). The yield is 70.0%. Reaction SMILES: [CH:1]([O:4][C:5]1[CH:10]=[CH:9][C:8](Br)=[CH:7][C:6]=1[F:12])([CH3:3])[CH3:2].C([Li])CCC.[C:18](=[O:20])=[O:19]>C1COCC1.CCCCCCC>[F:12][C:6]1[CH:7]=[C:8]([CH:9]=[CH:10][C:5]=1[O:4][CH:1]([CH3:3])[CH3:2])[C:18]([OH:20])=[O:19]. Reported procedure: A solution of 639 mg (2.74 mmol) 1-isopropyloxy-2-fluoro-4-bromobenzene (from Step A) in 10 mL of THF at −78° C. was treated with 1.64 mL of 2.0 M n-butyllithium in heptane. After stirring at −78° C. for 30 min, the mixture was poured onto 300 g of crushed dry ice and allowed to warm up to rt. The mixture was partitioned between 100 mL of 2.0 N NaOH and 100 mL of Et2O. The aqueous layer was separated, acidified using 5.0 N HCl to pH 2, and extracted with CH2Cl2 (3×50 mL). The organic layers were... Reactants: ClC1=NC(=NC(=N1)NCCC)NCCC (6-chloro-N,N′-dipropyl-[1,3,5]triazine-2,4-diamine), Cl.C(C)ONC (O-ethyl-N-methyl-hydroxylamine hydrochloride). The product is C(CC)NC1=NC(=NC(=N1)NCCC)N(OCC)C (N-(4,6-Bis-propylamino-[1,3,5]triazin-2-yl)-O-ethyl-N-methyl-hydroxylamine). The yield is 93.0%. As a reaction SMILES: Cl[C:2]1[N:7]=[C:6]([NH:8][CH2:9][CH2:10][CH3:11])[N:5]=[C:4]([NH:12][CH2:13][CH2:14][CH3:15])[N:3]=1.Cl.[CH2:17]([O:19][NH:20][CH3:21])[CH3:18]>>[CH2:13]([NH:12][C:4]1[N:5]=[C:6]([NH:8][CH2:9][CH2:10][CH3:11])[N:7]=[C:2]([N:20]([CH3:21])[O:19][CH2:17][CH3:18])[N:3]=1)[CH2:14][CH3:15] |f:1.2|. Procedure: 2-Chloro-N-(4,6-bis-(n-propylamino)-[1,3,5]triazine (XXXIV) was reacted with O-ethyl-N-methyl-hydroxylamine hydrochloride as described in Example 13, to yield XCVI in 93% yield. ESI-MS (m/z) 269 [M+H]+. Starting materials: C1(CC1)C(=O)C1C(OC(OC1=O)(C)C)=O (5-cyclopropylcarbonyl-2,2-dimethyl-1,3-dioxan-4,6-dione), C(C)(C)(C)O (t-butanol). The solvent is C1(=CC=CC=C1)C (toluene). Run at temperature 80 celsius. Yields the product C1(CC1)C(CC(=O)OC(C)(C)C)=O (t-butyl 3-cyclopropyl-3-oxopropionate). Isolated yield 97.3%. As a reaction SMILES: [CH:1]1([C:4]([CH:6]2[C:11](=[O:12])[O:10][C:9]([CH3:14])([CH3:13])OC2=O)=[O:5])[CH2:3][CH2:2]1.[C:16](O)(C)(C)C>C1(C)C=CC=CC=1>[CH:1]1([C:4](=[O:5])[CH2:6][C:11]([O:10][C:9]([CH3:13])([CH3:14])[CH3:16])=[O:12])[CH2:2][CH2:3]1. Procedure: A mixture of 5-cyclopropylcarbonyl-2,2-dimethyl-1,3-dioxan-4,6-dione (23.9 g) and t-butanol (25 g) in dry toluene (80 ml) was stirred and heated at 80° C. for 4 hours. The cooled mixture was washed with water (3×30 ml), dried (anhydrous sodium sulphate), treated with decolourizing charcoal and filtered. The filtrate was evaporated to dryness and the residue was distilled to give t-butyl 3-cyclopropyl-3-oxopropionate (20.2 g) as a clear oil bp 80°-84° C./8 mmHg. Reactants: O1NC(NC(C1)=O)=O (6H-1,2,4-oxadiazin-3,5(2H,4H)-dione), C[Si](N[Si](C)(C)C)(C)C (hexamethyldisilazane), C(CCCCCCCCC)N (n-decylamine). Reagents/catalysts: S(=O)(=O)([O-])[O-].[NH4+].[NH4+] (ammonium sulfate). Solvent: O1CCOCC1 (dioxane). The product is C(CCCCCCCCC)NC1=NC(NOC1)=O (5-decylamino-6H-1,2,4-oxadiazin-3(2H)-one). The yield is 91.1%. Reaction SMILES: [O:1]1[CH2:6][C:5](=O)[NH:4][C:3](=[O:8])[NH:2]1.C[Si](C)(C)N[Si](C)(C)C.[CH2:18]([NH2:28])[CH2:19][CH2:20][CH2:21][CH2:22][CH2:23][CH2:24][CH2:25][CH2:26][CH3:27]>S([O-])([O-])(=O)=O.[NH4+].[NH4+].O1CCOCC1>[CH2:18]([NH:28][C:5]1[CH2:6][O:1][NH:2][C:3](=[O:8])[N:4]=1)[CH2:19][CH2:20][CH2:21][CH2:22][CH2:23][CH2:24][CH2:25][CH2:26][CH3:27] |f:3.4.5|. Reported procedure: A solution of 5.0 g (0.043 mole) of 6H-1,2,4-oxadiazin-3,5(2H,4H)-dione, 0.025 g of ammonium sulfate, 35 ml of hexamethyldisilazane and 19.5 g (0.123 mole) of n-decylamine in 200 ml freshly distilled dry dioxane is refluxed for 17 hours. After cooling, the dioxane and hexamethyldisilazane are removed in vacuo and the syrupy residue is dried on a vacuum pump for 2 hours. The resulting semi-solid residue is triturated with 100 ml of petroleum ether and filtered to yield approximately 10 g (92 perc... Reactants: C(C)(C)(C)NS(=O)(=O)C1=C(C2=CC=CC(=C2C(=C1)N=NC1=CC=C(C(=C1)S(=O)(=O)O)OCCOC)NS(=O)(=O)C)O (2-(N-tert-butylsulfamoyl)-4-[4-(2-methoxyethoxy)-5-sulfophenylazo]-5-methanesulfonamido-1-naphthol), ice water, CC(=O)C (acetone), P(=O)(Cl)(Cl)Cl (phosphorous oxychloride). The solvent is CN(C(C)=O)C (N,N-dimethylacetamide). Run at time 1 hour. The product is C(C)(C)(C)NS(=O)(=O)C1=C(C2=CC=CC(=C2C(=C1)N=NC1=CC=C(C(=C1)S(=O)(=O)Cl)OCCOC)NS(=O)(=O)C)O (2-(N-tert-Butylsulfamoyl)-4-[4-(2-methoxyethoxy)-5-chlorosulfonylphenylazo]-5-methanesulfonamido-1-naphthol). RXN SMILES: [C:1]([NH:5][S:6]([C:9]1[CH:18]=[C:17]([N:19]=[N:20][C:21]2[CH:26]=[C:25]([S:27](O)(=[O:29])=[O:28])[C:24]([O:31][CH2:32][CH2:33][O:34][CH3:35])=[CH:23][CH:22]=2)[C:16]2[C:11](=[CH:12][CH:13]=[CH:14][C:15]=2[NH:36][S:37]([CH3:40])(=[O:39])=[O:38])[C:10]=1[OH:41])(=[O:8])=[O:7])([CH3:4])([CH3:3])[CH3:2].CC(C)=O.P(Cl)(Cl)([Cl:48])=O>CN(C)C(=O)C>[C:1]([NH:5][S:6]([C:9]1[CH:18]=[C:17]([N:19]=[N:20][C:21]2[CH:26]=[C:25]([S:27]([Cl:48])(=[O:29])=[O:28])[C:24]([O:31][CH2:32][CH2:33][O:34][CH3:35])=[CH:23][CH:22]=2)[C:16]2[C:11](=[CH:12][CH:13]=[CH:14][C:15]=2[NH:36][S:37]([CH3:40])(=[O:39])=[O:38])[C:10]=1[OH:41])(=[O:8])=[O:7])([CH3:4])([CH3:3])[CH3:2]. Procedure details: To a mixed solution containing 19 g of 2-(N-tert-butylsulfamoyl)-4-[4-(2-methoxyethoxy)-5-sulfophenylazo]-5-methanesulfonamido-1-naphthol prepared as described in Step (a) above, 100 ml of acetone and 20 ml of phosphorous oxychloride, 20 ml of N,N-dimethylacetamide was added dropwise at a temperature of 50° C. or below. After completion of the dropwise addition, the mixture was stirred for 1 hour and was poured gradually into 500 ml of ice water. The crystals thus-precipitated were collected by ...